From a dataset of the Open Reaction Database (ORD), a public repository of structured organic reaction records. describe an organic reaction: reactants, conditions, products, and yield Starting materials: Br (HBr), FC=1C=C(CN)C=CC1F (3,4-difluorobenzylamine), C(C)(C)C=1NC2=CC(=CC=C2C1C=O)OC (2-isopropyl-6-methoxy-1H-indole-3-carbaldehyde), C(C)(C)C=1NC2=CC(=CC=C2C1C=O)OC (2-isopropyl-6-methoxy-1H-indole-3-carbaldehyde), BrCC=1C=NC=CC1 (3-(bromomethyl)pyridine), C1(CCC1)Br (cyclobutyl bromide). The product is C1(CCC1)OC1=CC=C2C(=C(N(C2=C1)CC=1C=NC=CC1)C(C)C)C(=O)NCC1=CC(=C(C=C1)F)F (6-Cyclobutoxy-N-(3,4-difluorobenzyl)-2-isopropyl-1-(pyridin-3-ylmethyl)-1H-indole-3-carboxamide). Reaction SMILES: [CH:1]([C:4]1[NH:5][C:6]2[C:11]([C:12]=1[CH:13]=[O:14])=[CH:10][CH:9]=[C:8]([O:15][CH3:16])[CH:7]=2)([CH3:3])[CH3:2].Br[CH2:18][C:19]1[CH:20]=[N:21][CH:22]=[CH:23][CH:24]=1.Br.[F:26][C:27]1[CH:28]=[C:29]([CH:32]=[CH:33][C:34]=1[F:35])[CH2:30][NH2:31].[CH:36]1(Br)[CH2:39]C[CH2:37]1>>[CH:16]1([O:15][C:8]2[CH:7]=[C:6]3[C:11]([C:12]([C:13]([NH:31][CH2:30][C:29]4[CH:32]=[CH:33][C:34]([F:35])=[C:27]([F:26])[CH:28]=4)=[O:14])=[C:4]([CH:1]([CH3:3])[CH3:2])[N:5]3[CH2:18][C:19]3[CH:20]=[N:21][CH:22]=[CH:23][CH:24]=3)=[CH:10][CH:9]=2)[CH2:39][CH2:36][CH2:37]1. Procedure details: The title compound was prepared from 2-isopropyl-6-methoxy-1H-indole-3-carbaldehyde (Compound 137), 3-(bromomethyl)pyridine.HBr, 3,4-difluorobenzylamine, and cyclobutyl bromide by, in order, General Procedure J, General Procedure K, General Procedure C, General Procedure L, and General Procedure N. Starting materials: CN(C(C(=O)O)C)C(=O)OC(C)(C)C (2-[methyl-[(2-methylpropan-2-yl)oxycarbonyl]amino]propanoic acid), C1(CCCCC1)N=C=NC1CCCCC1 (N,N′-dicyclohexylcarbodiimide), NC1=CC=C(C(=N1)C#CC1=CC=CC=C1)NC(=O)C1CCOCC1 (N-[6-amino-2-(2-phenylethynyl)pyridin-3-yl]oxane-4-carboxamide), CCN(C(C)C)C(C)C (DIPEA). The solvent is C(Cl)Cl (DCM), C(Cl)Cl (DCM), C(Cl)Cl (DCM). Run at time 20 minute. Yields the product C(C)(C)(C)OC(N(C(C(=O)NC1=NC(=C(C=C1)NC(=O)C1CCOCC1)C#CC1=CC=CC=C1)C)C)=O (tert-butyl-N-methyl-N-[1-[[5-(oxane-4-carbonylamino)-6-(2-phenylethynyl)pyridin-2-yl]amino]-1-oxopropan-2-yl]carbamate). As a reaction SMILES: [CH3:1][N:2]([C:8]([O:10][C:11]([CH3:14])([CH3:13])[CH3:12])=[O:9])[CH:3]([CH3:7])[C:4]([OH:6])=O.C1(N=C=NC2CCCCC2)CCCCC1.[NH2:30][C:31]1[N:36]=[C:35]([C:37]#[C:38][C:39]2[CH:44]=[CH:43][CH:42]=[CH:41][CH:40]=2)[C:34]([NH:45][C:46]([CH:48]2[CH2:53][CH2:52][O:51][CH2:50][CH2:49]2)=[O:47])=[CH:33][CH:32]=1.CCN(C(C)C)C(C)C>C(Cl)Cl>[C:11]([O:10][C:8](=[O:9])[N:2]([CH3:1])[CH:3]([CH3:7])[C:4]([NH:30][C:31]1[CH:32]=[CH:33][C:34]([NH:45][C:46]([CH:48]2[CH2:53][CH2:52][O:51][CH2:50][CH2:49]2)=[O:47])=[C:35]([C:37]#[C:38][C:39]2[CH:40]=[CH:41][CH:42]=[CH:43][CH:44]=2)[N:36]=1)=[O:6])([CH3:14])([CH3:13])[CH3:12]. Reported procedure: A mixture of 2-[methyl-[(2-methylpropan-2-yl)oxycarbonyl]amino]propanoic acid (34 mg, 0.17 mmol) and N,N′-dicyclohexylcarbodiimide (17 mg, 0.08 mmol) in DCM (1 ml) is stirred at RT for 20 minutes. This mixture is added to N-[6-amino-2-(2-phenylethynyl)pyridin-3-yl]oxane-4-carboxamide D5b (28 mg, 0.09 mmol) and DIPEA (17 μl; 0.10 mmol) in DCM (1 ml). After stirring for 6 days at 40° C. the reaction mixture is diluted with DCM and extracted with water. The combined organic layers are dried over Mg...